Dataset: the Open Reaction Database (ORD), a public repository of structured organic reaction records. Task: describe an organic reaction: reactants, conditions, products, and yield Starting materials: [I-].[Na+] (sodium iodide), ClCCCCCCOC1=CC=C(C=C1)[C@@H]1[C@@H]2C=3C=CC(=CC3CC[C@H]2[C@@H]2CC[C@@H]([C@@]2(C)C1)O)O (11beta-[4-[(6-chloro hexyl)oxy]phenyl]estra-1,3,5(10)-triene-3,17beta-diol), [I-].[Na+] (sodium iodide). The solvent is C(C)(=O)OCC (ethyl acetate), CC(=O)CC (methylethylketone). Run at time 24 hour. Product: ICCCCCCOC1=CC=C(C=C1)[C@@H]1[C@@H]2C=3C=CC(=CC3CC[C@H]2[C@@H]2CC[C@@H]([C@@]2(C)C1)O)O (11beta-[4-[(6-iodo hexyl)oxy]phenyl]estra-1,3,5(10)-triene-3,17beta-diol). As a reaction SMILES: [I-:1].[Na+].Cl[CH2:4][CH2:5][CH2:6][CH2:7][CH2:8][CH2:9][O:10][C:11]1[CH:16]=[CH:15][C:14]([C@H:17]2[CH2:34][C@@:32]3([CH3:33])[C@@H:28]([CH2:29][CH2:30][C@@H:31]3[OH:35])[C@H:27]3[C@H:18]2[C:19]2[CH:20]=[CH:21][C:22]([OH:36])=[CH:23][C:24]=2[CH2:25][CH2:26]3)=[CH:13][CH:12]=1>CC(CC)=O.C(OCC)(=O)C>[I:1][CH2:4][CH2:5][CH2:6][CH2:7][CH2:8][CH2:9][O:10][C:11]1[CH:16]=[CH:15][C:14]([C@H:17]2[CH2:34][C@@:32]3([CH3:33])[C@@H:28]([CH2:29][CH2:30][C@@H:31]3[OH:35])[C@H:27]3[C@H:18]2[C:19]2[CH:20]=[CH:21][C:22]([OH:36])=[CH:23][C:24]=2[CH2:25][CH2:26]3)=[CH:13][CH:12]=1 |f:0.1|. Procedure: 150 mg of sodium iodide is added to a solution of 310 mg of the product obtained in Stage C in 6 cm3 of methylethylketone and agitation is carried out for 24 hours under reflux. 100 mg of sodium iodide is added, followed by agitation for 2 hours under reflux and for 16 hours while leaving the temperature to return to ambient, taking up in ethyl acetate, washing, drying and evaporating to dryness under reduced pressure. 470 mg of expected product is collected which is used as it is for the follow... The reactants are ClC(Cl)(Cl)Cl, O=C(Nc1c(Cl)cc(C(F)(F)F)cc1Cl)C(F)(F)C(F)(F)F, ClCCl, c1ccc(P(c2ccccc2)c2ccccc2)cc1. Product: FC(F)(F)c1cc(Cl)c(N=C(Cl)C(F)(F)C(F)(F)F)c(Cl)c1. Reaction SMILES: [C:45]([Cl:46])([Cl:47])([Cl:48])[Cl:49].[Cl:1][c:2]1[c:3]([NH:13][C:14]([C:15]([C:16]([F:17])([F:18])[F:19])([F:20])[F:21])=[O:22])[c:4]([Cl:12])[cH:5][c:6]([C:8]([F:9])([F:10])[F:11])[cH:7]1.[Cl:42][CH2:43][Cl:44].[c:23]1([P:24]([c:25]2[cH:26][cH:27][cH:28][cH:29][cH:30]2)[c:31]2[cH:32][cH:33][cH:34][cH:35][cH:36]2)[cH:37][cH:38][cH:39][cH:40][cH:41]1>>[Cl:1][c:2]1[c:3]([N:13]=[C:14]([C:15]([C:16]([F:17])([F:18])[F:19])([F:20])[F:21])[Cl:42])[c:4]([Cl:12])[cH:5][c:6]([C:8]([F:9])([F:10])[F:11])[cH:7]1. Starting materials: COC(CCC1=CN(C2=CC=C(C=C12)F)S(=O)(=O)C1=C(C(=CC=C1)Br)C)=O (3-[1-(3-Bromo-2-methyl-benzenesulfonyl)-5-fluoro-1H-indol-3-yl]-propionic acid methyl ester), FC(OC1=CC=C(C=C1)B(O)O)(F)F (4-trifluoromethoxy-phenyl boronic acid), C(=O)([O-])[O-].[K+].[K+] (K2CO3). The reagents and catalysts are C=1C=CC(=CC1)[P](C=2C=CC=CC2)(C=3C=CC=CC3)[Pd]([P](C=4C=CC=CC4)(C=5C=CC=CC5)C=6C=CC=CC6)([P](C=7C=CC=CC7)(C=8C=CC=CC8)C=9C=CC=CC9)[P](C=1C=CC=CC1)(C=1C=CC=CC1)C=1C=CC=CC1 (Tetrakis(triphenylphosphine)palladium(0)). The solvent is C(C)(=O)OCC (Ethyl acetate). Conditions: temperature 110 celsius. The product is COC(CCC1=CN(C2=CC=C(C=C12)F)S(=O)(=O)C=1C(=C(C=CC1)C1=CC=C(C=C1)OC(F)(F)F)C)=O (3-[5-Fluoro-1-(2-methyl-4′-trifluoromethoxy-biphenyl-3-sulfonyl)-1H-indol-3-yl]-propionic acid methyl ester). Yield: 65.2%. RXN SMILES: [CH3:1][O:2][C:3](=[O:27])[CH2:4][CH2:5][C:6]1[C:14]2[C:9](=[CH:10][CH:11]=[C:12]([F:15])[CH:13]=2)[N:8]([S:16]([C:19]2[CH:24]=[CH:23][CH:22]=[C:21](Br)[C:20]=2[CH3:26])(=[O:18])=[O:17])[CH:7]=1.[F:28][C:29]([F:41])([F:40])[O:30][C:31]1[CH:36]=[CH:35][C:34](B(O)O)=[CH:33][CH:32]=1.C([O-])([O-])=O.[K+].[K+]>C1C=CC([P]([Pd]([P](C2C=CC=CC=2)(C2C=CC=CC=2)C2C=CC=CC=2)([P](C2C=CC=CC=2)(C2C=CC=CC=2)C2C=CC=CC=2)[P](C2C=CC=CC=2)(C2C=CC=CC=2)C2C=CC=CC=2)(C2C=CC=CC=2)C2C=CC=CC=2)=CC=1.C(OCC)(=O)C>[CH3:1][O:2][C:3](=[O:27])[CH2:4][CH2:5][C:6]1[C:14]2[C:9](=[CH:10][CH:11]=[C:12]([F:15])[CH:13]=2)[N:8]([S:16]([C:19]2[C:20]([CH3:26])=[C:21]([C:34]3[CH:33]=[CH:32][C:31]([O:30][C:29]([F:28])([F:40])[F:41])=[CH:36][CH:35]=3)[CH:22]=[CH:23][CH:24]=2)(=[O:18])=[O:17])[CH:7]=1 |f:2.3.4,^1:51,53,72,91|. Reported procedure: Into a 50 mL oven dried round bottom flask, 3-[1-(3-Bromo-2-methyl-benzenesulfonyl)-5-fluoro-1H-indol-3-yl]-propionic acid methyl ester (5, 52.062 mg, 1.1459E-4 mol), 4-trifluoromethoxy-phenyl boronic acid (6, 35.397 mg, 1.7189E-4 mol) and Tetrakis(triphenylphosphine)palladium(0) (13.24 mg, 1.146E-5 mol) were combined. A volume of 0.3 mL of 1N K2CO3 was added and the reaction was heated to 110° C. for 90 minutes. TLC analysis showed co-elution of product and starting material. Ethyl acetate was ... The reactants are [Al+3], CCCNC(=O)c1cc2cc(NS(=O)(=O)c3ccc(C(C)C)cc3)ccc2[nH]1, [H-], [H-], [H-], [H-], [Li+], C1CCOC1, O. Yields the product CCCNCc1cc2cc(NS(=O)(=O)c3ccc(C(C)C)cc3)ccc2[nH]1. Reaction SMILES: [Al+3:2].[CH2:7]([CH2:8][CH3:9])[NH:10][C:11](=[O:12])[c:13]1[nH:14][c:15]2[cH:16][cH:17][c:18]([NH:22][S:23](=[O:24])(=[O:25])[c:26]3[cH:27][cH:28][c:29]([CH:32]([CH3:33])[CH3:34])[cH:30][cH:31]3)[cH:19][c:20]2[cH:21]1.[H-:1].[H-:4].[H-:5].[H-:6].[Li+:3].[O:36]1[CH2:37][CH2:38][CH2:39][CH2:40]1.[OH2:35]>>[CH2:7]([CH2:8][CH3:9])[NH:10][CH2:11][c:13]1[nH:14][c:15]2[cH:16][cH:17][c:18]([NH:22][S:23](=[O:24])(=[O:25])[c:26]3[cH:27][cH:28][c:29]([CH:32]([CH3:33])[CH3:34])[cH:30][cH:31]3)[cH:19][c:20]2[cH:21]1. Reactants: [Al+3], Cc1ccc(-c2ccccc2)cc1, [Cl-], [Cl-], [Cl-], O=C(Cl)c1ccc(Cl)c(Cl)c1, O=[N+]([O-])c1ccccc1, O. The product is Cc1ccc(-c2ccc(C(=O)c3ccc(Cl)c(Cl)c3)cc2)cc1. As a reaction SMILES: [Al+3:11].[CH3:14][c:15]1[cH:16][cH:17][c:18](-[c:21]2[cH:22][cH:23][cH:24][cH:25][cH:26]2)[cH:19][cH:20]1.[Cl-:10].[Cl-:12].[Cl-:13].[Cl:27][c:28]1[cH:29][c:30]([C:31](=[O:32])[Cl:33])[cH:34][cH:35][c:36]1[Cl:37].[O-:1][N+:2]([c:3]1[cH:4][cH:5][cH:6][cH:7][cH:8]1)=[O:9].[OH2:38]>>[CH3:14][c:15]1[cH:16][cH:17][c:18](-[c:21]2[cH:22][cH:23][c:24]([C:31]([c:30]3[cH:29][c:28]([Cl:27])[c:36]([Cl:37])[cH:35][cH:34]3)=[O:32])[cH:25][cH:26]2)[cH:19][cH:20]1. Reactants: O1C(OCC1)C1=CC(=C(OC=2N=CC(=NC2)C(=O)N)C=C1)F (5-(4-[1,3]dioxolan-2-yl-2-fluorophenoxy)pyrazine-2-carboxamide). Run in C(=O)O (formic acid). Conditions: time 8 hour. Product: FC1=C(OC=2N=CC(=NC2)C(=O)N)C=CC(=C1)C=O (5-(2-Fluoro-4-formylphenoxy)pyrazine-2-carboxamide). Isolated yield 75.7%. RXN SMILES: [O:1]1CCO[CH:2]1[C:6]1[CH:21]=[CH:20][C:9]([O:10][C:11]2[N:12]=[CH:13][C:14]([C:17]([NH2:19])=[O:18])=[N:15][CH:16]=2)=[C:8]([F:22])[CH:7]=1>C(O)=O>[F:22][C:8]1[CH:7]=[C:6]([CH:2]=[O:1])[CH:21]=[CH:20][C:9]=1[O:10][C:11]1[N:12]=[CH:13][C:14]([C:17]([NH2:19])=[O:18])=[N:15][CH:16]=1. Reported procedure: Combine formic acid (90%, 453 mL) and crude 5-(4-[1,3]dioxolan-2-yl-2-fluorophenoxy)pyrazine-2-carboxamide (Example 737, Part D) (32.81 g, approximately 0.09 mole) and stir initially a clear yellow solution, which becomes a thick slurry in an hour at room temperature. Stir overnight at room temperature till the reaction complete by HPLC. Quench the reaction with deionized water (1 L) and extract with dichloromethane (4×4 L). Combine the extracts and mix with aqueous sodium bicarbonate solution. ... Starting materials: CNC(=O)C=1SC(=CC1N)C(C)(C)C (N-methyl-3-amino-5-tert-butylthiophene-2carboxamide), FC1=CC=C(C=C1)N=C=O (4-fluorophenyl isocyanate). Run in C1(=CC=CC=C1)C (toluene). Conditions: time 3 hour. The product is CNC(=O)C=1SC(=CC1NC(=O)NC1=CC=C(C=C1)F)C(C)(C)C (N-(2-methylcarbamoyl-5-tert-butylthienyl)-N′-(4-fluorophenyl)urea). Yield: 81.1%. RXN SMILES: [CH3:1][NH:2][C:3]([C:5]1[S:6][C:7]([C:11]([CH3:14])([CH3:13])[CH3:12])=[CH:8][C:9]=1[NH2:10])=[O:4].[F:15][C:16]1[CH:21]=[CH:20][C:19]([N:22]=[C:23]=[O:24])=[CH:18][CH:17]=1>C1(C)C=CC=CC=1>[CH3:1][NH:2][C:3]([C:5]1[S:6][C:7]([C:11]([CH3:14])([CH3:13])[CH3:12])=[CH:8][C:9]=1[NH:10][C:23]([NH:22][C:19]1[CH:20]=[CH:21][C:16]([F:15])=[CH:17][CH:18]=1)=[O:24])=[O:4]. Procedure: A slurry of N-methyl-3-amino-5-tert-butylthiophene-2carboxamide (7.63 g, 36 mmol) and 4-fluorophenyl isocyanate (4.93 g, 36 mmol, 1.0 equiv) in anh. toluene (100 mL) was heated at the reflux temp. for 3 h, during which the mixture clarified then generated a new precipitate, which was filtered while hot. The resulting solids were washed with hexane and dried under reduced pressure to afford N-(2-methylcarbamoyl-5-tert-butylthienyl)-N′-(4-fluorophenyl)urea (10.2 g, 81%): mp 203-4° C.; TLC (5% MeOH... RXN SMILES: [NH2:1][C:2](=[N:32][N+:33]([O-:35])=[O:34])[NH:3][CH2:4][CH2:5][CH2:6][C@H:7]([C:16]([NH:18][CH:19]([C:26]1[CH:31]=[CH:30][CH:29]=[CH:28][CH:27]=1)[C:20]1[CH:25]=[CH:24][CH:23]=[CH:22][CH:21]=1)=[O:17])[NH:8]C(OC(C)(C)C)=O.[F:36][C:37]([F:42])([F:41])[C:38]([OH:40])=[O:39]>>[NH2:1][C:2](=[N:32][N+:33]([O-:35])=[O:34])[NH:3][CH2:4][CH2:5][CH2:6][C@H:7]([C:16]([NH:18][CH:19]([C:26]1[CH:27]=[CH:28][CH:29]=[CH:30][CH:31]=1)[C:20]1[CH:25]=[CH:24][CH:23]=[CH:22][CH:21]=1)=[O:17])[NH2:8].[F:36][C:37]([F:42])([F:41])[C:38]([O-:40])=[O:39] |f:2.3|. Product: NC(NCCC[C@@H](N)C(=O)NC(C1=CC=CC=C1)C1=CC=CC=C1)=N[N+](=O)[O-].FC(C(=O)[O-])(F)F ((R)-N5 -[Amino(nitroimino)methyl]-N-(diphenylmethyl)-ornithinamide trifluoroacetate). The reactants are NC(NCCC[C@@H](NC(=O)OC(C)(C)C)C(=O)NC(C1=CC=CC=C1)C1=CC=CC=C1)=N[N+](=O)[O-] ((R)-N5 -[amino(nitroimino)methyl]-N2 -[(tert.-butyloxy)carbonyl]-N-(diphenylmethyl)-ornithinamide), FC(C(=O)O)(F)F (trifluoroacetic acid). Yield: 95.0%. Reported procedure: Prepared analogously to Example 5e) from (R)-N5 -[amino(nitroimino)methyl]-N2 -[(tert.-butyloxy)carbonyl]-N-(diphenylmethyl)-ornithinamide by the action of trifluoroacetic acid in a yield of 95% of theory. Reactants: CCC(C(=O)[O-])C1CN=C(c2cc3cc(Oc4ccc(CS(C)(=O)=O)nc4)cc(OC4CCOCC4)c3[nH]2)S1, CCO, Cl, [Na+], C1CCOC1, [OH-]. Product: CS(=O)(=O)Cc1ccc(Oc2cc(OC3CCOCC3)c3[nH]c(C4=NCC(CC(=O)O)S4)cc3c2)cn1. Reaction SMILES: [CH2:1]([CH3:2])[CH:3]([C:4](=[O:5])[O-:6])[CH:7]1[CH2:8][N:9]=[C:10]([c:12]2[nH:13][c:14]3[c:15]([O:33][CH:34]4[CH2:35][CH2:36][O:37][CH2:38][CH2:39]4)[cH:16][c:17]([O:21][c:22]4[cH:23][n:24][c:25]([CH2:28][S:29](=[O:30])(=[O:31])[CH3:32])[cH:26][cH:27]4)[cH:18][c:19]3[cH:20]2)[S:11]1.[CH3:43][CH2:44][OH:45].[ClH:42].[Na+:41].[O:46]1[CH2:47][CH2:48][CH2:49][CH2:50]1.[OH-:40]>>[CH2:3]([C:4](=[O:5])[OH:6])[CH:7]1[CH2:8][N:9]=[C:10]([c:12]2[nH:13][c:14]3[c:15]([O:33][CH:34]4[CH2:35][CH2:36][O:37][CH2:38][CH2:39]4)[cH:16][c:17]([O:21][c:22]4[cH:23][n:24][c:25]([CH2:28][S:29](=[O:30])(=[O:31])[CH3:32])[cH:26][cH:27]4)[cH:18][c:19]3[cH:20]2)[S:11]1.